Dataset: the Open Reaction Database (ORD), a public repository of structured organic reaction records. Task: describe an organic reaction: reactants, conditions, products, and yield The reactants are CC(C)c1ccc2c(Nc3cc(C(=O)O)ccc3Sc3ccc(NC(=O)OC(C)(C)C)cc3)ncnc2n1, C=CCNC(C)c1ccccc1. Yields the product C=CCN(C(=O)c1ccc(Sc2ccc(NC(=O)OC(C)(C)C)cc2)c(Nc2ncnc3nc(C(C)C)ccc23)c1)C(C)c1ccccc1. As a reaction SMILES: [C:1]([CH3:2])([CH3:3])([CH3:4])[O:5][C:6](=[O:7])[NH:8][c:9]1[cH:10][cH:11][c:12]([S:15][c:16]2[c:17]([NH:25][c:26]3[c:27]4[c:28]([n:29][cH:30][n:31]3)[n:32][c:33]([CH:36]([CH3:37])[CH3:38])[cH:34][cH:35]4)[cH:18][c:19]([C:20](=[O:21])[OH:22])[cH:23][cH:24]2)[cH:13][cH:14]1.[CH2:39]([CH:40]=[CH2:41])[NH:42][CH:43]([c:44]1[cH:45][cH:46][cH:47][cH:48][cH:49]1)[CH3:50]>>[C:1]([CH3:2])([CH3:3])([CH3:4])[O:5][C:6](=[O:7])[NH:8][c:9]1[cH:10][cH:11][c:12]([S:15][c:16]2[c:17]([NH:25][c:26]3[c:27]4[c:28]([n:29][cH:30][n:31]3)[n:32][c:33]([CH:36]([CH3:37])[CH3:38])[cH:34][cH:35]4)[cH:18][c:19]([C:20](=[O:22])[N:42]([CH2:39][CH:40]=[CH2:41])[CH:43]([c:44]3[cH:45][cH:46][cH:47][cH:48][cH:49]3)[CH3:50])[cH:23][cH:24]2)[cH:13][cH:14]1. The reactants are CC(C)=O, Cl, O=C1CC(c2cccc(-n3ccnc3)c2)=Nc2cc(N3CCC4(CC3)OCCO4)c(-c3ccccc3F)cc2N1. The product is O=C1CCN(c2cc3c(cc2-c2ccccc2F)NC(=O)CC(c2cccc(-n4ccnc4)c2)=N3)CC1. As a reaction SMILES: [CH3:41][C:42](=[O:43])[CH3:44].[ClH:45].[O:1]1[CH2:3][CH2:2][O:4][C:5]12[CH2:6][CH2:7][N:8]([c:11]1[cH:12][c:13]3[c:14]([cH:32][c:33]1-[c:34]1[c:35]([F:40])[cH:36][cH:37][cH:38][cH:39]1)[NH:15][C:16](=[O:31])[CH2:17][C:18]([c:20]1[cH:21][c:22](-[n:26]4[cH:27][n:28][cH:29][cH:30]4)[cH:23][cH:24][cH:25]1)=[N:19]3)[CH2:9][CH2:10]2>>[O:4]=[C:5]1[CH2:6][CH2:7][N:8]([c:11]2[cH:12][c:13]3[c:14]([cH:32][c:33]2-[c:34]2[c:35]([F:40])[cH:36][cH:37][cH:38][cH:39]2)[NH:15][C:16](=[O:31])[CH2:17][C:18]([c:20]2[cH:21][c:22](-[n:26]4[cH:27][n:28][cH:29][cH:30]4)[cH:23][cH:24][cH:25]2)=[N:19]3)[CH2:9][CH2:10]1. Starting materials: CI, CC#N, ClCCl, CS(=O)(=O)c1ccc(N2CCc3c(OC4CCN(C(=O)n5ccnc5)CC4)ncnc32)c(F)c1. Product: C[n+]1ccn(C(=O)N2CCC(Oc3ncnc4c3CCN4c3ccc(S(C)(=O)=O)cc3F)CC2)c1, [I-]. Reaction SMILES: [CH3:35][I:36].[CH3:37][C:38]#[N:39].[Cl:40][CH2:41][Cl:42].[F:1][c:2]1[c:3]([N:12]2[CH2:13][CH2:14][c:15]3[c:16]2[n:17][cH:18][n:19][c:20]3[O:21][CH:22]2[CH2:23][CH2:24][N:25]([C:28](=[O:29])[n:30]3[cH:31][n:32][cH:33][cH:34]3)[CH2:26][CH2:27]2)[cH:4][cH:5][c:6]([S:8](=[O:9])(=[O:10])[CH3:11])[cH:7]1>>[F:1][c:2]1[c:3]([N:12]2[CH2:13][CH2:14][c:15]3[c:16]2[n:17][cH:18][n:19][c:20]3[O:21][CH:22]2[CH2:23][CH2:24][N:25]([C:28](=[O:29])[n:30]3[cH:31][n+:32]([CH3:35])[cH:33][cH:34]3)[CH2:26][CH2:27]2)[cH:4][cH:5][c:6]([S:8](=[O:9])(=[O:10])[CH3:11])[cH:7]1.[I-:36]. Reactants: C1=C(c2c[nH]c3ccncc23)CC2CCCN2C1, C1CCOC1, Cc1ccc(S(=O)(=O)Cl)cc1, C[Si](C)(C)[N-][Si](C)(C)C, [Na+]. Yields the product Cc1ccc(S(=O)(=O)n2cc(C3=CCN4CCCC4C3)c3cnccc32)cc1. RXN SMILES: [CH2:1]1[CH2:2][CH2:3][N:4]2[CH2:5][CH:6]=[C:7]([c:10]3[cH:11][nH:12][c:13]4[cH:14][cH:15][n:16][cH:17][c:18]34)[CH2:8][CH:9]12.[CH2:40]1[O:41][CH2:42][CH2:43][CH2:44]1.[CH3:19][c:20]1[cH:21][cH:22][c:23]([S:26](=[O:27])(=[O:28])[Cl:29])[cH:24][cH:25]1.[CH3:31][Si:32]([N-:33][Si:34]([CH3:35])([CH3:36])[CH3:37])([CH3:38])[CH3:39].[Na+:30]>>[CH2:1]1[CH2:2][CH2:3][N:4]2[CH2:5][CH:6]=[C:7]([c:10]3[cH:11][n:12]([S:26]([c:23]4[cH:22][cH:21][c:20]([CH3:19])[cH:25][cH:24]4)(=[O:27])=[O:28])[c:13]4[cH:14][cH:15][n:16][cH:17][c:18]34)[CH2:8][CH:9]12. The reactants are C(C)(C)(C)O[C@H](C(=O)OCC)C1=C(C2=CC=C(C=C2C=C1C)Cl)OS(=O)(=O)C(F)(F)F ((S)-ethyl 2-tert-butoxy-2-(6-chloro-3-methyl-1-(trifluoromethylsulfonyloxy)naphthalen-2-yl)acetate), C([O-])(O)=O.[Na+] (sodium bicarbonate), CN(C)C=O (DMF). The reagents and catalysts are [C-]#N.[Zn+2].[C-]#N (zinc(II) cyanide), CC(C)C1=CC(=C(C(=C1)C(C)C)C2=CC=CC=C2P(C3CCCCC3)C4CCCCC4)C(C)C.C1=CC=C([C-]=C1)CCN.Cl[Pd+] (XPhos Palladacycle). Conditions: temperature 110 celsius. Product: C(C)(C)(C)O[C@H](C(=O)OCC)C1=C(C2=CC=C(C=C2C=C1C)C#N)OS(=O)(=O)C(F)(F)F ((S)-ethyl 2-tert-butoxy-2-(6-cyano-3-methyl-1-(trifluoromethylsulfonyloxy)naphthalen-2-yl)acetate). As a reaction SMILES: [C:1]([O:5][C@@H:6]([C:12]1[C:21]([CH3:22])=[CH:20][C:19]2[C:14](=[CH:15][CH:16]=[C:17](Cl)[CH:18]=2)[C:13]=1[O:24][S:25]([C:28]([F:31])([F:30])[F:29])(=[O:27])=[O:26])[C:7]([O:9][CH2:10][CH3:11])=[O:8])([CH3:4])([CH3:3])[CH3:2].C(=O)(O)[O-].[Na+].[CH3:37][N:38](C=O)C>[C-]#N.[Zn+2].[C-]#N.CC(C1C=C(C(C)C)C(C2C(P(C3CCCCC3)C3CCCCC3)=CC=CC=2)=C(C(C)C)C=1)C.C1C=[C-]C(CCN)=CC=1.Cl[Pd+]>[C:1]([O:5][C@@H:6]([C:12]1[C:21]([CH3:22])=[CH:20][C:19]2[C:14](=[CH:15][CH:16]=[C:17]([C:37]#[N:38])[CH:18]=2)[C:13]=1[O:24][S:25]([C:28]([F:31])([F:30])[F:29])(=[O:27])=[O:26])[C:7]([O:9][CH2:10][CH3:11])=[O:8])([CH3:4])([CH3:3])[CH3:2] |f:1.2,4.5.6,7.8.9|. Procedure: A mixture of (S)-ethyl 2-tert-butoxy-2-(6-chloro-3-methyl-1-(trifluoromethylsulfonyloxy)naphthalen-2-yl)acetate (0.546 g, 1.13 mmol), zinc(II) cyanide (0.080 g, 0.678 mmol), XPhos Palladacycle (Strem, 0.083 g, 0.113 mmol) and sodium bicarbonate (0.009 g, 0.113 mmol) in DMF (3.0 mL) was sparged with nitrogen for 5 minutes. The reaction mixture was heated in microwave at 110° C. for 1 hour. The reaction mixture was diluted with ethyl acetate and washed with 5% lithium chloride solution (2×), brine...